This data is from the Open Reaction Database (ORD), a public repository of structured organic reaction records. The task is: describe an organic reaction: reactants, conditions, products, and yield Starting materials: C(C1=CC=CC=C1)OC1=NC=CC(=C1)C(C(F)(F)F)(C(C)C1=C(C=C(C=C1)Cl)Cl)O (2-(2-Benzyloxy-pyridin-4-yl)-3-(2,4-dichloro-phenyl)-1,1,1-trifluoro-butan-2-ol). The solvent is C(C)(=O)OCC (ethyl acetate). Reaction conditions: time 2 hour. Yields the product ClC1=C(C=CC(=C1)Cl)C(C(C(F)(F)F)(O)C1=CC(NC=C1)=O)C (4-[2-(2,4-Dichloro-phenyl)-1-hydroxy-1-trifluoromethyl-propyl]-1H-pyridin-2-one). The yield is 90.1%. Reaction SMILES: C([O:8][C:9]1[CH:14]=[C:13]([C:15]([OH:30])([CH:20]([C:22]2[CH:27]=[CH:26][C:25]([Cl:28])=[CH:24][C:23]=2[Cl:29])[CH3:21])[C:16]([F:19])([F:18])[F:17])[CH:12]=[CH:11][N:10]=1)C1C=CC=CC=1>C(OCC)(=O)C>[Cl:29][C:23]1[CH:24]=[C:25]([Cl:28])[CH:26]=[CH:27][C:22]=1[CH:20]([CH3:21])[C:15]([C:13]1[CH:12]=[CH:11][NH:10][C:9](=[O:8])[CH:14]=1)([OH:30])[C:16]([F:19])([F:18])[F:17]. Procedure: 2-(2-Benzyloxy-pyridin-4-yl)-3-(2,4-dichloro-phenyl)-1,1,1-trifluoro-butan-2-ol (Example 54, 300 mg) was dissolved in ethyl acetate (10 mL) and the flask was flushed with argon. Palladium on activated charcoal (10% Pd, 75 mg) was added and the mixture was hydrogenated for 2 hours with vigorous stirring. The suspension was filtered and the catalyst was washed with methanol. The filtrate was concentrated in vacuo and the residue was dried in high vacuum to give the title compound as a light brown ... Reactants: CNC=O, ClC(Cl)Cl, O=C(Cl)C(Cl)Cl. Product: CN(C=O)C(=O)C(Cl)Cl. Reaction SMILES: [CH3:7][NH:8][CH:9]=[O:10].[CH:11]([Cl:12])([Cl:13])[Cl:14].[Cl:1][CH:2]([Cl:3])[C:4]([Cl:5])=[O:6]>>[Cl:1][CH:2]([Cl:3])[C:4](=[O:6])[N:8]([CH3:7])[CH:9]=[O:10]. Yields the product COC1=CC=C(C=C1)NC(NC1=CC=C(C=C1)C1=CC=C2CN(C(C2=C1)=O)[C@H](C(=O)OC)C(C)C)=S ((S)-Methyl 2-(6-(4-(3-(4-methoxyphenyl)thioureido)phenyl)-1-oxoisoindolin-2-yl)-3-methylbutanoate). Procedure details: The compound of example 57 was prepared analogous to compound of example 51 by reaction of compound of example 6 with 4-methoxyphenyl isothiocyanate. The compound of example 57 was used directly without isolation for the preparation of compound of example 58. As a reaction SMILES: F[C:2]1[CH:7]=[CH:6][CH:5]=[CH:4][C:3]=1[NH:8][C:9](=[S:35])[NH:10][C:11]1[CH:16]=[CH:15][C:14]([C:17]2[CH:25]=[C:24]3[C:20]([CH2:21][N:22]([C@@H:27]([CH:32]([CH3:34])[CH3:33])[C:28]([O:30][CH3:31])=[O:29])[C:23]3=[O:26])=[CH:19][CH:18]=2)=[CH:13][CH:12]=1.NC1C=CC(C2C=C3C(CN([C@@H](C(C)C)C(OC)=O)[C:49]3=[O:52])=CC=2)=CC=1.COC1C=CC(N=C=S)=CC=1>>[CH3:49][O:52][C:6]1[CH:5]=[CH:4][C:3]([NH:8][C:9](=[S:35])[NH:10][C:11]2[CH:16]=[CH:15][C:14]([C:17]3[CH:25]=[C:24]4[C:20]([CH2:21][N:22]([C@@H:27]([CH:32]([CH3:34])[CH3:33])[C:28]([O:30][CH3:31])=[O:29])[C:23]4=[O:26])=[CH:19][CH:18]=3)=[CH:13][CH:12]=2)=[CH:2][CH:7]=1. Starting materials: FC1=C(C=CC=C1)NC(NC1=CC=C(C=C1)C1=CC=C2CN(C(C2=C1)=O)[C@H](C(=O)OC)C(C)C)=S ((S)-Methyl 2-(6-(4-(3-(2-fluorophenyl)thioureido)phenyl)-1-oxoisoindolin-2-yl)-3-methylbutanoate), NC1=CC=C(C=C1)C1=CC=C2CN(C(C2=C1)=O)[C@H](C(=O)OC)C(C)C ((S)-Methyl 2-(6-(4-aminophenyl)-1-oxoisoindolin-2-yl)-3-methylbutanoate), COC1=CC=C(C=C1)N=C=S (4-methoxyphenyl isothiocyanate), compound, compound. Starting materials: Cl (HCl), C(C)(C)(C)NS(=O)(=O)C1=CC=C(C=C1)CCC (N-t-butyl-4-n-propylbenzenesulfonamide), B(OC(C)C)(OC(C)C)OC(C)C (triisopropyl borate), [Li]CCCC (n-BuLi). Solvent: C1CCOC1 (THF). Run at time 2 hour. Product: C(C)(C)(C)NS(=O)(=O)C1=C(C=C(C=C1)CCC)B(O)O (2-(N-t-butylsulfamoyl)-5-n-propylphenylboronic acid). As a reaction SMILES: [C:1]([NH:5][S:6]([C:9]1[CH:14]=[CH:13][C:12]([CH2:15][CH2:16][CH3:17])=[CH:11][CH:10]=1)(=[O:8])=[O:7])([CH3:4])([CH3:3])[CH3:2].[Li]CCCC.[B:23](OC(C)C)([O:28]C(C)C)[O:24]C(C)C.Cl>C1COCC1>[C:1]([NH:5][S:6]([C:9]1[CH:10]=[CH:11][C:12]([CH2:15][CH2:16][CH3:17])=[CH:13][C:14]=1[B:23]([OH:28])[OH:24])(=[O:7])=[O:8])([CH3:4])([CH3:3])[CH3:2]. Procedure details: To a solution of 2.85 g (11.2 mmol) of N-t-butyl-4-n-propylbenzenesulfonamide (from Step A) in anhydrous THF (20 mL) cooled to -40° C. under N2 was added 2.5M n-BuLi solution (11.2 mL, 2.5 equiv). The mixture was warmed to room temperature and stirred for 2 hours. To the mixture, containing the bright red dianion at 0° C., was added triisopropyl borate (3.9 mL, 1.5 equiv). The next day, 2N HCl (3 mL) was added and the mixture was stirred for 1 hour. The solvent was removed under reduced pressure... Reactants: C=CCN(C)C(=O)N(C)C, Nc1ccccc1N1CCOCC1, O=P(Cl)(Cl)Cl, c1ccccc1. Product: C=CCN(C)C(=Nc1ccccc1N1CCOCC1)N(C)C. Reaction SMILES: [CH2:1]([CH:2]=[CH2:3])[N:4]([C:5]([N:6]([CH3:7])[CH3:8])=[O:9])[CH3:10].[NH2:11][c:12]1[c:13]([N:18]2[CH2:19][CH2:20][O:21][CH2:22][CH2:23]2)[cH:14][cH:15][cH:16][cH:17]1.[P:24]([Cl:25])([Cl:26])([Cl:27])=[O:28].[cH:29]1[cH:30][cH:31][cH:32][cH:33][cH:34]1>>[CH2:1]([CH:2]=[CH2:3])[N:4]([C:5]([N:6]([CH3:7])[CH3:8])=[N:11][c:12]1[c:13]([N:18]2[CH2:19][CH2:20][O:21][CH2:22][CH2:23]2)[cH:14][cH:15][cH:16][cH:17]1)[CH3:10]. Starting materials: BrC1=CC2=C(C=3N(CCO2)C=C(N3)C3=NC=NN3C(C)C)C=C1 (9-bromo-2-(1-isopropyl-1H-1,2,4-triazol-5-yl)-5,6-dihydrobenzo[f]imidazo[1,2-d][1,4]oxazepine), CC1(OB(OC1(C)C)C=1C=NC(=NC1)N)C (5-(4,4,5,5-tetramethyl-1,3,2-dioxaborolan-2-yl)pyrimidin-2-amine). Product: C(C)(C)N1N=CN=C1C=1N=C2N(CCOC3=C2C=CC(=C3)C=3C=NC(=NC3)N)C1 (5-(2-(1-isopropyl-1H-1,2,4-triazol-5-yl)-5,6-dihydrobenzo[f]imidazo[1,2-d][1,4]oxazepin-9-yl)pyrimidin-2-amine). Yield: 73.0%. RXN SMILES: Br[C:2]1[CH:23]=[CH:22][C:5]2[C:6]3[N:7]([CH:11]=[C:12]([C:14]4[N:18]([CH:19]([CH3:21])[CH3:20])[N:17]=[CH:16][N:15]=4)[N:13]=3)[CH2:8][CH2:9][O:10][C:4]=2[CH:3]=1.CC1(C)C(C)(C)OB([C:32]2[CH:33]=[N:34][C:35]([NH2:38])=[N:36][CH:37]=2)O1>>[CH:19]([N:18]1[C:14]([C:12]2[N:13]=[C:6]3[C:5]4[CH:22]=[CH:23][C:2]([C:32]5[CH:33]=[N:34][C:35]([NH2:38])=[N:36][CH:37]=5)=[CH:3][C:4]=4[O:10][CH2:9][CH2:8][N:7]3[CH:11]=2)=[N:15][CH:16]=[N:17]1)([CH3:21])[CH3:20]. Reported procedure: Following the same procedure as for 182, 9-bromo-2-(1-isopropyl-1H-1,2,4-triazol-5-yl)-5,6-dihydrobenzo[f]imidazo[1,2-d][1,4]oxazepine 194 and 5-(4,4,5,5-tetramethyl-1,3,2-dioxaborolan-2-yl)pyrimidin-2-amine provided 223 in 73% yield. LS/MS (ESI+): m/z 389 (M+H). 1H NMR (400 MHz, DMSO) δ 8.66 (s, 1H), 8.45 (d, J=8.4, 1H), 7.93 (d, J=9.7, 2H), 7.46 (dd, J=8.5, 1.9, 1H), 7.35 (d, J=1.8, 1H), 6.86 (s, 1H), 5.91 (hept, J=6.4, 1H), 4.61-4.44 (m, 4H), 1.50 (d, J=6.6, 6H)